Dataset: the Open Reaction Database (ORD), a public repository of structured organic reaction records. Task: describe an organic reaction: reactants, conditions, products, and yield Reactants: OB(O)c1cccnc1F, [K+], [K+], [K+], NC1=NC2(COC1)c1cc(O)ccc1Oc1ccc(Br)cc12, C1COCCO1, O, O=P([O-])([O-])[O-]. Product: NC1=NC2(COC1)c1cc(O)ccc1Oc1ccc(-c3cccnc3F)cc12. Reaction SMILES: [F:9][c:10]1[n:11][cH:12][cH:13][cH:14][c:15]1[B:16]([OH:17])[OH:18].[K+:6].[K+:7].[K+:8].[NH2:19][C:20]1=[N:21][C:22]2([CH2:23][O:24][CH2:25]1)[c:26]1[cH:27][c:28]([OH:40])[cH:29][cH:30][c:31]1[O:32][c:33]1[cH:34][cH:35][c:36]([Br:39])[cH:37][c:38]12.[O:42]1[CH2:43][CH2:44][O:45][CH2:46][CH2:47]1.[OH2:41].[P:1]([O-:2])([O-:3])([O-:4])=[O:5]>>[F:9][c:10]1[n:11][cH:12][cH:13][cH:14][c:15]1-[c:36]1[cH:35][cH:34][c:33]2[c:38]([cH:37]1)[C:22]1([N:21]=[C:20]([NH2:19])[CH2:25][O:24][CH2:23]1)[c:26]1[cH:27][c:28]([OH:40])[cH:29][cH:30][c:31]1[O:32]2. The reactants are BrB(Br)Br, ClCCl, CO, COc1c([N+](=O)[O-])cc(C=O)c(Cl)c1O. Yields the product O=Cc1cc([N+](=O)[O-])c(O)c(O)c1Cl. RXN SMILES: [B:16]([Br:17])([Br:18])[Br:19].[CH2:22]([Cl:23])[Cl:24].[CH3:20][OH:21].[Cl:1][c:2]1[c:3]([CH:4]=[O:5])[cH:6][c:7]([N+:13](=[O:14])[O-:15])[c:8]([O:11][CH3:12])[c:9]1[OH:10]>>[Cl:1][c:2]1[c:3]([CH:4]=[O:5])[cH:6][c:7]([N+:13](=[O:14])[O-:15])[c:8]([OH:11])[c:9]1[OH:10]. Starting materials: C1(CCCC1)OC=1C=C(C=O)C=CC1OC (3-cyclopentyloxy-4-methoxybenzaldehyde), S(N)(O)(=O)=O (sulfamic acid), [Na] (sodium). Run in C(C)(=O)O (acetic acid), O (water), O (water). Conditions: temperature 20 celsius, time 1 hour. Yields the product C1(CCCC1)OC=1C=C(C(=O)O)C=CC1OC (3-cyclopentyloxy-4-methoxybenzoic acid). Yield: 86.0%. RXN SMILES: [CH:1]1([O:6][C:7]2[CH:8]=[C:9]([CH:12]=[CH:13][C:14]=2[O:15][CH3:16])[CH:10]=[O:11])[CH2:5][CH2:4][CH2:3][CH2:2]1.S(=O)(=O)([OH:19])N.[Na]>C(O)(=O)C.O>[CH:1]1([O:6][C:7]2[CH:8]=[C:9]([CH:12]=[CH:13][C:14]=2[O:15][CH3:16])[C:10]([OH:19])=[O:11])[CH2:2][CH2:3][CH2:4][CH2:5]1 |^1:21|. Procedure: A solution of 3-cyclopentyloxy-4-methoxybenzaldehyde (66 g) and sulfamic acid (39.6 g) in glacial acetic acid (500 mL) is treated dropwise during 1 hour with a solution of sodium chicrite (35 g) in water (150 mL). The mixture is stirred at 20° C. during 1 hour and then it is treated with water (500 mL) dropwise during 30 minutes. The resulting solid is filtered, washed with water and dried, to give 3-cyclopentyloxy-4-methoxybenzoic acid (60.9 g) in the form of white crystals [Elemental analysis:... Reactants: C(C(CC(=O)O)C(=O)O)C(=O)O (1,2,3-propanetricarboxylic acid), C1(CCCCC1)O (cyclohexanol), crude material. The reagents and catalysts are C1(=CC=C(C=C1)S(=O)(=O)O)C (p-toluenesulfonic acid). Run in C1(=CC=CC=C1)C (toluene), CCCCCCC (heptane). Yields the product C1(CCCCC1)OC(=O)CC(CC(=O)OC1CCCCC1)C(=O)OC1CCCCC1 (1,2,3-propanetricarboxylic acid tricyclohexyl ester). Isolated yield 83.4%. As a reaction SMILES: [CH2:1]([C:10]([OH:12])=[O:11])[CH:2]([C:7]([OH:9])=[O:8])[CH2:3][C:4]([OH:6])=[O:5].[CH:13]1(O)[CH2:18][CH2:17][CH2:16][CH2:15][CH2:14]1>C1(C)C=CC=CC=1.CCCCCCC.C1(C)C=CC(S(O)(=O)=O)=CC=1>[CH:13]1([O:5][C:4]([CH2:3][CH:2]([C:7]([O:9][CH:13]2[CH2:18][CH2:17][CH2:16][CH2:15][CH2:14]2)=[O:8])[CH2:1][C:10]([O:12][CH:13]2[CH2:18][CH2:17][CH2:16][CH2:15][CH2:14]2)=[O:11])=[O:6])[CH2:18][CH2:17][CH2:16][CH2:15][CH2:14]1. Procedure: A mixture of 1,2,3-propanetricarboxylic acid (25 g), cyclohexanol (55 g), and p-toluenesulfonic acid (100 mg) in toluene (500 mL) was refluxed for 2 days and water removed from the reaction mixture. After reaction was complete, solvent was removed in vacuuo to yield a viscous oil. The crude material was redissolved in heptane and passed through a pad of silica gel to obtain 1,2,3-propanetricarboxylic acid tricyclohexyl ester (50 g) as a pale yellow oil. The reactants are CN(C)Cc1cc(Br)cs1, OCCCO, Cl, [H-], [I-], [Na+], [Na+]. Yields the product CN(C)Cc1cc(OCCCO)cs1. Reaction SMILES: [Br:10][c:11]1[cH:12][c:13]([CH2:16][N:17]([CH3:18])[CH3:19])[s:14][cH:15]1.[CH2:1]([CH2:2][CH2:3][OH:4])[OH:5].[ClH:20].[H-:6].[I-:9].[Na+:7].[Na+:8]>>[CH2:1]([CH2:2][CH2:3][O:4][c:11]1[cH:12][c:13]([CH2:16][N:17]([CH3:18])[CH3:19])[s:14][cH:15]1)[OH:5]. Reactants: ICI (diiodomethane), N1C(=NC2=C1C=CC=C2)C=2C(=NON2)N (4-(1H-benzimidazol-2-yl)-furazan-3-ylamine), C([O-])([O-])=O.[K+].[K+] (potassium carbonate), FC1=CC=C(C=C1)O (4-fluorophenol). The product is FC1=CC=C(OCN2C(=NC3=C2C=CC=C3)C=3C(=NON3)N)C=C1 (4-[1-(4-Fluorophenoxymethyl)-1H-benzimidazol-2-yl]-furazan-3-ylamine). RXN SMILES: [NH:1]1[C:5]2[CH:6]=[CH:7][CH:8]=[CH:9][C:4]=2[N:3]=[C:2]1[C:10]1[C:11]([NH2:15])=[N:12][O:13][N:14]=1.[C:16](=[O:19])([O-])[O-].[K+].[K+].[F:22][C:23]1[CH:28]=[CH:27][C:26](O)=[CH:25][CH:24]=1.ICI>>[F:22][C:23]1[CH:28]=[CH:27][C:26]([O:19][CH2:16][N:3]2[C:4]3[CH:9]=[CH:8][CH:7]=[CH:6][C:5]=3[N:1]=[C:2]2[C:10]2[C:11]([NH2:15])=[N:12][O:13][N:14]=2)=[CH:25][CH:24]=1 |f:1.2.3|. Procedure details: To a solution of 4-(1H-benzimidazol-2-yl)-furazan-3-ylamine (0.10 g, 0.497 mmol) is added potassium carbonate (0.172 g, 1.24 mmol) followed by 4-fluorophenol (0.0557 g, 0.497 mmol) and diiodomethane (0.133 g, 0.497 mmol). The mixture is stirred over night. Evaporation of the solvent under reduced pressure and partitioning of the resulting residue between water and ethyl acetate followed by drying of the organic solution over sodium sulphate and chromatography of the residue gives the title compo... Starting materials: ClCCCBr, O=C([O-])[O-], N#Cc1ccccc1O, CC(C)=O, ClC(Cl)Cl, [K+], [K+]. Reaction SMILES: [Br:10][CH2:11][CH2:12][CH2:13][Cl:14].[C:15](=[O:16])([O-:17])[O-:18].[C:1](#[N:2])[c:3]1[c:4]([OH:9])[cH:5][cH:6][cH:7][cH:8]1.[CH3:21][C:22](=[O:23])[CH3:24].[CH:25]([Cl:26])([Cl:27])[Cl:28].[K+:19].[K+:20]>>[C:1](#[N:2])[c:3]1[c:4]([O:9][CH2:11][CH2:12][CH2:13][Cl:14])[cH:5][cH:6][cH:7][cH:8]1. Yields the product N#Cc1ccccc1OCCCCl. Reactants: [BH4-], CO, [Na+], C(=NC1CN2CCC1CC2)c1ccc(-c2ccccc2)cc1. Product: c1ccc(-c2ccc(CNC3CN4CCC3CC4)cc2)cc1. Reaction SMILES: [BH4-:1].[CH3:25][OH:26].[Na+:2].[c:3]1(-[c:19]2[cH:20][cH:21][cH:22][cH:23][cH:24]2)[cH:4][cH:5][c:6]([CH:9]=[N:10][CH:11]2[CH2:12][N:13]3[CH2:14][CH2:15][CH:16]2[CH2:17][CH2:18]3)[cH:7][cH:8]1>>[c:3]1(-[c:19]2[cH:20][cH:21][cH:22][cH:23][cH:24]2)[cH:4][cH:5][c:6]([CH2:9][NH:10][CH:11]2[CH2:12][N:13]3[CH2:14][CH2:15][CH:16]2[CH2:17][CH2:18]3)[cH:7][cH:8]1. Reaction SMILES: [CH2:14]1[O:15][CH2:16][CH2:17][O:18][CH2:19]1.[Cl:11][CH2:12][Cl:13].[Cl:1][c:2]1[n:3][c:4]([CH2:9][CH3:10])[nH:5][c:6]1[CH2:7][OH:8]>>[Cl:1][c:2]1[n:3][c:4]([CH2:9][CH3:10])[nH:5][c:6]1[CH:7]=[O:8]. Yields the product CCc1nc(Cl)c(C=O)[nH]1. The reactants are C1COCCO1, ClCCl, CCc1nc(Cl)c(CO)[nH]1.